Dataset: the Open Reaction Database (ORD), a public repository of structured organic reaction records. Task: describe an organic reaction: reactants, conditions, products, and yield The reactants are CC1(OB(OC1(C)C)C=1C=CC2=C(C(=NO2)N(C(=O)OC(C)(C)C)C(=O)OC(C)(C)C)C1)C (di-tert-butyl [5-(4,4,5,5-tetramethyl-1,3,2-dioxaborolan-2-yl)-1,2-benzoxazol-3-yl]imidodicarbonate), OO (hydrogen peroxide). The solvent is O1CCCC1 (tetrahydrofuran). Conditions: time 18 hour. Product: OC=1C=CC2=C(C(=NO2)N(C(=O)OC(C)(C)C)C(=O)OC(C)(C)C)C1 (di-tert-butyl (5-hydroxy-1,2-benzoxazol-3-yl)imidodicarbonate). Reaction SMILES: CC1(C)C(C)(C)OB([C:9]2[CH:10]=[CH:11][C:12]3[O:16][N:15]=[C:14]([N:17]([C:25]([O:27][C:28]([CH3:31])([CH3:30])[CH3:29])=[O:26])[C:18]([O:20][C:21]([CH3:24])([CH3:23])[CH3:22])=[O:19])[C:13]=3[CH:32]=2)O1.[OH:34]O>O1CCCC1>[OH:34][C:9]1[CH:10]=[CH:11][C:12]2[O:16][N:15]=[C:14]([N:17]([C:25]([O:27][C:28]([CH3:29])([CH3:31])[CH3:30])=[O:26])[C:18]([O:20][C:21]([CH3:22])([CH3:23])[CH3:24])=[O:19])[C:13]=2[CH:32]=1. Procedure details: To a solution of di-tert-butyl [5-(4,4,5,5-tetramethyl-1,3,2-dioxaborolan-2-yl)-1,2-benzoxazol-3-yl]imidodicarbonate (0.81 g, 1.8 mmol) in tetrahydrofuran (15 mL) was added 30% w/v aqueous hydrogen peroxide (0.75 mL, 7.0 mmol). The mixture was stirred at ambient temperature for 18 h and concentrated in vacuo. The residue was taken up in ethyl acetate (20 mL), washed with water (2×15 mL), dried over anhydrous sodium sulfate, filtered and concentrated in vacuo to afford di-tert-butyl (5-hydroxy-1,...